From a dataset of the Open Reaction Database (ORD), a public repository of structured organic reaction records. describe an organic reaction: reactants, conditions, products, and yield Starting materials: N1C=C(C=2C1=NC=CC2)\C=C\2/OC1=C(C2=O)C=CC(=C1CN1CCN(CC1)C(=O)OC(C)(C)C)OC (tert-butyl (Z)-4-({2-[(1H-pyrrolo[2,3-b]pyridin-3-yl)methylene]-6-methoxy-3-oxo-2,3-dihydrobenzofuran-7-yl}methyl)piperazine-1-carboxylate), FC(C(=O)O)(F)F (trifluoroacetic acid). Solvent: C(Cl)Cl (methylene chloride). Conditions: time 8 hour. Yields the product N1C=C(C=2C1=NC=CC2)\C=C\2/OC1=C(C2=O)C=CC(=C1CN1CCNCC1)OC ((Z)-2-[(1H-pyrrolo[2,3-b]pyridin-3-yl)methylene]-6-methoxy-7-(piperazin-1-ylmethyl)benzofuran-3(2H)-one). Isolated yield 97.8%. Reaction SMILES: [NH:1]1[C:5]2=[N:6][CH:7]=[CH:8][CH:9]=[C:4]2[C:3](/[CH:10]=[C:11]2\[O:12][C:13]3[C:20]([CH2:21][N:22]4[CH2:27][CH2:26][N:25](C(OC(C)(C)C)=O)[CH2:24][CH2:23]4)=[C:19]([O:35][CH3:36])[CH:18]=[CH:17][C:14]=3[C:15]\2=[O:16])=[CH:2]1.FC(F)(F)C(O)=O>C(Cl)Cl>[NH:1]1[C:5]2=[N:6][CH:7]=[CH:8][CH:9]=[C:4]2[C:3](/[CH:10]=[C:11]2\[O:12][C:13]3[C:20]([CH2:21][N:22]4[CH2:23][CH2:24][NH:25][CH2:26][CH2:27]4)=[C:19]([O:35][CH3:36])[CH:18]=[CH:17][C:14]=3[C:15]\2=[O:16])=[CH:2]1. Procedure details: A solution of tert-butyl (Z)-4-({2-[(1H-pyrrolo[2,3-b]pyridin-3-yl)methylene]-6-methoxy-3-oxo-2,3-dihydrobenzofuran-7-yl}methyl)piperazine-1-carboxylate (0.0645 g, 0.131 mmol) in methylene chloride (1 mL) was added with trifluoroacetic acid (1 mL), and the mixture was stirred overnight at room temperature. The reaction mixture was concentrated, and then added with saturated aqueous sodium hydrogencarbonate (6 mL), and the mixture was extracted five times with ethyl acetate. The organic layer was... Reactants: O=[N+]([O-])c1ccccc1OCCCCl, c1cncc(C(OC2CCNCC2)c2ccsc2)c1. Yields the product O=[N+]([O-])c1ccccc1OCCCN1CCC(OC(c2cccnc2)c2ccsc2)CC1. Reaction SMILES: [Cl:20][CH2:21][CH2:22][CH2:23][O:24][c:25]1[c:26]([N+:31](=[O:32])[O-:33])[cH:27][cH:28][cH:29][cH:30]1.[n:1]1[cH:2][c:3]([CH:7]([O:8][CH:9]2[CH2:10][CH2:11][NH:12][CH2:13][CH2:14]2)[c:15]2[cH:16][s:17][cH:18][cH:19]2)[cH:4][cH:5][cH:6]1>>[n:1]1[cH:2][c:3]([CH:7]([O:8][CH:9]2[CH2:10][CH2:11][N:12]([CH2:21][CH2:22][CH2:23][O:24][c:25]3[c:26]([N+:31](=[O:32])[O-:33])[cH:27][cH:28][cH:29][cH:30]3)[CH2:13][CH2:14]2)[c:15]2[cH:16][s:17][cH:18][cH:19]2)[cH:4][cH:5][cH:6]1.